Dataset: the Open Reaction Database (ORD), a public repository of structured organic reaction records. Task: describe an organic reaction: reactants, conditions, products, and yield Starting materials: C1CCNCC1, Cc1[nH]c(C=O)c(C)c1C(=O)N1CCN(C)CC1, CCO, O=C1Cc2c(cccc2-c2ccc(F)cc2)N1. Yields the product Cc1[nH]c(C=C2C(=O)Nc3cccc(-c4ccc(F)cc4)c32)c(C)c1C(=O)N1CCN(C)CC1. As a reaction SMILES: [CH2:36]1[CH2:37][CH2:38][NH:39][CH2:40][CH2:41]1.[CH3:18][c:19]1[c:20]([CH:34]=[O:35])[nH:21][c:22]([CH3:33])[c:23]1[C:24](=[O:25])[N:26]1[CH2:27][CH2:28][N:29]([CH3:32])[CH2:30][CH2:31]1.[CH3:42][CH2:43][OH:44].[F:1][c:2]1[cH:3][cH:4][c:5](-[c:8]2[c:9]3[c:13]([cH:14][cH:15][cH:16]2)[NH:12][C:11](=[O:17])[CH2:10]3)[cH:6][cH:7]1>>[F:1][c:2]1[cH:3][cH:4][c:5](-[c:8]2[c:9]3[c:13]([cH:14][cH:15][cH:16]2)[NH:12][C:11](=[O:17])[C:10]3=[CH:34][c:20]2[c:19]([CH3:18])[c:23]([C:24](=[O:25])[N:26]3[CH2:27][CH2:28][N:29]([CH3:32])[CH2:30][CH2:31]3)[c:22]([CH3:33])[nH:21]2)[cH:6][cH:7]1. Starting materials: CC(C)(C)OC(=O)N1CC(F)CC1C(=O)O, ClCCl, [F-], CN1CCN(C)C1(F)F, [Na+]. The product is CC(C)(C)OC(=O)N1CC(F)CC1C(=O)F. Reaction SMILES: [C:1](=[O:2])([O:3][C:4]([CH3:5])([CH3:6])[CH3:7])[N:8]1[CH:9]([C:14](=[O:15])[OH:16])[CH2:10][CH:11]([F:13])[CH2:12]1.[Cl:28][CH2:29][Cl:30].[F-:17].[F:19][C:20]1([F:21])[N:22]([CH3:23])[CH2:24][CH2:25][N:26]1[CH3:27].[Na+:18]>>[C:1](=[O:2])([O:3][C:4]([CH3:5])([CH3:6])[CH3:7])[N:8]1[CH:9]([C:14](=[O:16])[F:19])[CH2:10][CH:11]([F:13])[CH2:12]1. The reactants are C(C1=CC=CC=C1)(=O)C1=C(C=C2N1CCC2C(=O)O)SC (5-benzoyl-6-methylthio-1,2-dihydro-3H-pyrrolo[1,2-a]pyrrole-1-carboxylic acid), [N+](=[N-])=C (diazomethane). Solvent: ClCCl (dichloromethane). The product is C(C1=CC=CC=C1)(=O)C1=C(C=C2N1CCC2C(=O)OC)SC (methyl 5-benzoyl-6-methylthio-1,2-dihydro-3H-pyrrolo[1,2-a]pyrrole-1-carboxylate). RXN SMILES: [C:1]([C:9]1[N:13]2[CH2:14][CH2:15][CH:16]([C:17]([OH:19])=[O:18])[C:12]2=[CH:11][C:10]=1[S:20][CH3:21])(=[O:8])[C:2]1[CH:7]=[CH:6][CH:5]=[CH:4][CH:3]=1.[N+](=[CH2:24])=[N-]>ClCCl>[C:1]([C:9]1[N:13]2[CH2:14][CH2:15][CH:16]([C:17]([O:19][CH3:24])=[O:18])[C:12]2=[CH:11][C:10]=1[S:20][CH3:21])(=[O:8])[C:2]1[CH:3]=[CH:4][CH:5]=[CH:6][CH:7]=1. Procedure details: A solution of 200 mg of 5-benzoyl-6-methylthio-1,2-dihydro-3H-pyrrolo[1,2-a]pyrrole-1-carboxylic acid in 5 ml of dichloromethane is treated with an excess of ethereal diazomethane, and the reaction mixture is maintained at room temperature for 30 minutes. The solvents and excess reagent are eliminated under reduced pressure and the residue crystallized from ethyl acetate-methanol, to yield methyl 5-benzoyl-6-methylthio-1,2-dihydro-3H-pyrrolo[1,2-a]pyrrole-1-carboxylate. Procedure details: A solution of (1S)-1-cyclopropyl-2-[(2S)-4-(2,5-difluorophenyl)-2-phenyl-2,5-dihydro-1H-pyrrol-1-yl]-2-oxoethanol (22-9, 150 mg, 0.422 mmol, 1 equiv) in DMP (1 mL) was cooled to 0° C. and treated with a solution of NaH (12 mg, 0.506 mmol, 1.2 eq) in DMF (0.5 ml), then stirred for 10 min. Ethyl bromoacetate (0.078 mL, 0.46 mmol, 1.1 eq) was added to the maroon-colored reaction mixture and the resulting mixture was stirred at 0° C. for 5 min, then warmed to 23° C. and stirred for 30 min. The yello... Conditions: temperature 23 celsius, time 10 minute. Reactants: C1(CC1)C(C(=O)N1[C@@H](C=C(C1)C1=C(C=CC(=C1)F)F)C1=CC=CC=C1)O (1-cyclopropyl-2-[(2S)-4-(2,5-difluorophenyl)-2-phenyl-2,5-dihydro-1H-pyrrol-1-yl]-2-oxoethanol), [H-].[Na+] (NaH), BrCC(=O)OCC (Ethyl bromoacetate). Product: C1(CC1)[C@@H](C(=O)N1[C@@H](C=C(C1)C1=C(C=CC(=C1)F)F)C1=CC=CC=C1)OCC(=O)OCC (ethyl ({(1S)-1-cyclopropyl-2-[(2S)-4-(2,5-difluorophenyl)-2-phenyl-2,5-dihydro-1H-pyrrol-1-yl]-2-oxoethyl}oxy)acetate). Solvent: CN(C)C=O (DMF). As a reaction SMILES: [CH:1]1([CH:4]([OH:26])[C:5]([N:7]2[CH2:11][C:10]([C:12]3[CH:17]=[C:16]([F:18])[CH:15]=[CH:14][C:13]=3[F:19])=[CH:9][C@H:8]2[C:20]2[CH:25]=[CH:24][CH:23]=[CH:22][CH:21]=2)=[O:6])[CH2:3][CH2:2]1.[H-].[Na+].Br[CH2:30][C:31]([O:33][CH2:34][CH3:35])=[O:32]>CN(C=O)C>[CH:1]1([C@H:4]([O:26][CH2:30][C:31]([O:33][CH2:34][CH3:35])=[O:32])[C:5]([N:7]2[CH2:11][C:10]([C:12]3[CH:17]=[C:16]([F:18])[CH:15]=[CH:14][C:13]=3[F:19])=[CH:9][C@H:8]2[C:20]2[CH:21]=[CH:22][CH:23]=[CH:24][CH:25]=2)=[O:6])[CH2:3][CH2:2]1 |f:1.2|. Reactants: C1CCOC1, CN, CN1CCN(c2cc(N3CCc4ccc(N5CCC(c6ccc(C(=O)O)cc6)CC5)cc4C3)nc(N)n2)CC1. The product is CNC(=O)c1ccc(C2CCN(c3ccc4c(c3)CN(c3cc(N5CCN(C)CC5)nc(N)n3)CC4)CC2)cc1. RXN SMILES: [CH2:42]1[O:43][CH2:44][CH2:45][CH2:46]1.[CH3:40][NH2:41].[NH2:1][c:2]1[n:3][c:4]([N:33]2[CH2:34][CH2:35][N:36]([CH3:39])[CH2:37][CH2:38]2)[cH:5][c:6]([N:8]2[CH2:9][c:10]3[cH:11][c:12]([N:18]4[CH2:19][CH2:20][CH:21]([c:24]5[cH:25][cH:26][c:27]([C:28](=[O:29])[OH:30])[cH:31][cH:32]5)[CH2:22][CH2:23]4)[cH:13][cH:14][c:15]3[CH2:16][CH2:17]2)[n:7]1>>[NH2:1][c:2]1[n:3][c:4]([N:33]2[CH2:34][CH2:35][N:36]([CH3:39])[CH2:37][CH2:38]2)[cH:5][c:6]([N:8]2[CH2:9][c:10]3[cH:11][c:12]([N:18]4[CH2:19][CH2:20][CH:21]([c:24]5[cH:25][cH:26][c:27]([C:28](=[O:30])[NH:41][CH3:40])[cH:31][cH:32]5)[CH2:22][CH2:23]4)[cH:13][cH:14][c:15]3[CH2:16][CH2:17]2)[n:7]1.